The task is: describe an organic reaction: reactants, conditions, products, and yield. This data is from the Open Reaction Database (ORD), a public repository of structured organic reaction records. Starting materials: FC(S(=O)(=O)OC=1C=C2C=CC=NC2=C(N1)C1=CC(=CC=C1)[N+](=O)[O-])(F)F (6-trifluoromethylsulfonyloxy-8-(3-nitrophenyl)-1,7-naphthyridine), C(#C)[Si](C)(C)C (ethynyltrimethylsilane), bis(dibensylideneacetone)palladium, C1(=CC=CC=C1)P(C1=CC=CC=C1)C1=CC=CC=C1 (triphenylphosphine). Solvent: CN(C=O)C (dimethylformamide), C(C)N(CC)CC (triethylamine), C(C)(=O)OCC (ethyl acetate). Product: C[Si](C)(C)C#CC=1C=C2C=CC=NC2=C(N1)C1=CC(=CC=C1)[N+](=O)[O-] (6-trimethylsilylethynyl-8-(3-nitrophenyl)-1,7-naphthyridine). Reaction SMILES: FC(F)(F)S(O[C:7]1[CH:8]=[C:9]2[C:14](=[C:15]([C:17]3[CH:22]=[CH:21][CH:20]=[C:19]([N+:23]([O-:25])=[O:24])[CH:18]=3)[N:16]=1)[N:13]=[CH:12][CH:11]=[CH:10]2)(=O)=O.[C:28]([Si:30]([CH3:33])([CH3:32])[CH3:31])#[CH:29].C1(P(C2C=CC=CC=2)C2C=CC=CC=2)C=CC=CC=1>CN(C)C=O.C(N(CC)CC)C.C(OCC)(=O)C.[Cu](I)I>[CH3:31][Si:30]([C:28]#[C:29][C:7]1[CH:8]=[C:9]2[C:14](=[C:15]([C:17]3[CH:22]=[CH:21][CH:20]=[C:19]([N+:23]([O-:25])=[O:24])[CH:18]=3)[N:16]=1)[N:13]=[CH:12][CH:11]=[CH:10]2)([CH3:33])[CH3:32]. Run at time 2 hour. The reagents and catalysts are [Cu](I)I (copper iodide). Procedure details: To a solution of 6-trifluoromethylsulfonyloxy-8-(3-nitrophenyl)-1,7-naphthyridine (200 mg, 0.50 mmol; prepared according to example 13) in dimethylformamide (1 ml) and triethylamine (0.5 ml) is added ethynyltrimethylsilane (0.078 ml, 0.56 mmol), bis(dibensylideneacetone)palladium (5.8 mg, 0.020 mmol), triphenylphosphine (5.3 mg, 0.020 mmol) and copper iodide (3.8 mg, 0.020 mmol). The mixture is kept at 60° C. for 2 h. The solution is diluted with ethyl acetate and washed with water. The product ... The reactants are S(=O)(=O)(O)O.C(C1=CC=CC=C1)N1C(CC2=CC=CC=C12)CNC(=N)N.C(C1=CC=CC=C1)N1C(CC2=CC=CC=C12)CNC(=N)N (1-benzyl-2-guanidinomethyl-indoline hemisulphate), N1C(CC2=CC=CC=C12)C(=O)OCC (ethyl indoline-2-carboxylate), O=S(Cl)Cl (SOCl2), C1(C=2C(C(N1)=O)=CC=CC2)=O.[K] (potassium phthalimide), S(=O)(=O)(O)O.CSC(N)=N.CSC(N)=N (S-methyl-isothiourea hemisulphate), C(C1=CC=CC=C1)N1C(CC2=CC=CC=C12)CCl (1-benzyl-2-chloromethyl-indoline). Reagents/catalysts: [Pd] (Pd/C). Run in C(C)O (ethanol). The product is S(=O)(=O)(O)O.N(C(=N)N)CC1NC2=CC=CC=C2C1.N(C(=N)N)CC1NC2=CC=CC=C2C1 (2-guanidinomethyl-indoline hemisulphate). As a reaction SMILES: [S:1]([OH:5])([OH:4])(=[O:3])=[O:2].C([N:13]1[C:21]2[C:16](=[CH:17][CH:18]=[CH:19][CH:20]=2)[CH2:15][CH:14]1[CH2:22][NH:23][C:24]([NH2:26])=[NH:25])C1C=CC=CC=1.C(N1C2C(=CC=CC=2)CC1CNC(N)=N)C1C=CC=CC=1.N1C2C(=CC=CC=2)CC1C(OCC)=O.O=S(Cl)Cl.C(N1C2C(=CC=CC=2)CC1CCl)C1C=CC=CC=1.C1(=O)NC(=O)C2=CC=CC=C12.[K].S(O)(O)(=O)=O.CSC(=N)N.CSC(=N)N>C(O)C.[Pd]>[S:1]([OH:5])([OH:4])(=[O:3])=[O:2].[NH:23]([CH2:22][CH:14]1[CH2:15][C:16]2[C:21](=[CH:20][CH:19]=[CH:18][CH:17]=2)[NH:13]1)[C:24]([NH2:26])=[NH:25].[NH:23]([CH2:22][CH:14]1[CH2:15][C:16]2[C:21](=[CH:20][CH:19]=[CH:18][CH:17]=2)[NH:13]1)[C:24]([NH2:26])=[NH:25] |f:0.1.2,6.7,8.9.10,13.14.15,^1:94|. Procedure: 10 g of 1-benzyl-2-guanidinomethyl-indoline hemisulphate (obtainable from ethyl indoline-2-carboxylate by N-benzylation, reduction and reaction with SOCl2 to give 1-benzyl-2-chloromethyl-indoline, reaction of the latter with potassium phthalimide and hydrolysis of the reaction product, and reaction of this product with S-methyl-isothiourea hemisulphate) are dissolved in 200 ml of ethanol and hydrogenated over 3 g of 5% Pd/C at 20° C. and 1 atmosphere until the reaction ceases. After filtering an... RXN SMILES: [C:25](=[O:26])([O-:27])[O-:28].[CH3:33][S:34](=[O:35])[CH3:36].[I:31][CH3:32].[K+:29].[K+:30].[NH2:1][c:2]1[n:3][c:4](-[c:18]2[cH:19][c:20]([F:24])[cH:21][cH:22][cH:23]2)[c:5](-[c:11]2[cH:12][nH:13][c:14](=[O:17])[cH:15][cH:16]2)[c:6](=[O:10])[n:7]1[CH2:8][CH3:9]>>[NH2:1][c:2]1[n:3][c:4](-[c:18]2[cH:19][c:20]([F:24])[cH:21][cH:22][cH:23]2)[c:5](-[c:11]2[cH:12][n:13]([CH3:25])[c:14](=[O:17])[cH:15][cH:16]2)[c:6](=[O:10])[n:7]1[CH2:8][CH3:9]. Reactants: O=C([O-])[O-], CS(C)=O, CI, [K+], [K+], CCn1c(N)nc(-c2cccc(F)c2)c(-c2ccc(=O)[nH]c2)c1=O. Yields the product CCn1c(N)nc(-c2cccc(F)c2)c(-c2ccc(=O)n(C)c2)c1=O. The reactants are ClC=1C(=C(C=CC1C#N)C1=NOC(=C1)CCNC(OC(C)(C)C)=O)C (tert-Butyl (2-(3-(3-chloro-4-cyano-2-methylphenyl)isoxazol-5-yl)ethyl)-carbamate), C(=O)(C(F)(F)F)O (TFA). The solvent is C(Cl)Cl (DCM). Conditions: time 8 hour. Yields the product NCCC1=CC(=NO1)C1=C(C(=C(C#N)C=C1)Cl)C (4-(5-(2-aminoethyl)isoxazol-3-yl)-2-chloro-3-methylbenzonitrile). As a reaction SMILES: [Cl:1][C:2]1[C:3]([CH3:25])=[C:4]([C:10]2[CH:14]=[C:13]([CH2:15][CH2:16][NH:17]C(=O)OC(C)(C)C)[O:12][N:11]=2)[CH:5]=[CH:6][C:7]=1[C:8]#[N:9].C(O)(C(F)(F)F)=O>C(Cl)Cl>[NH2:17][CH2:16][CH2:15][C:13]1[O:12][N:11]=[C:10]([C:4]2[CH:5]=[CH:6][C:7]([C:8]#[N:9])=[C:2]([Cl:1])[C:3]=2[CH3:25])[CH:14]=1. Reported procedure: tert-Butyl (2-(3-(3-chloro-4-cyano-2-methylphenyl)isoxazol-5-yl)ethyl)-carbamate (0.56 g, 1.55 mmol) was dissolved to DCM (20 ml). To this mixture was added TFA (1.15 ml) and stirred at RT overnight. The reaction mixture was evaporated to dryness and dissolved to diethyl ether. 1 M HCl in diethyl ether solution was added and the mixture was stirred at RT for 2 h. The HCl salt of the title compound (0.20 g) was filtered and dried. 1H-NMR (400 MHz; d6-DMSO): δ 2.50 (s, 3H), 2.92 (m, 2H), 3.22 (m, ... Starting materials: O (water), C([O-])([O-])=O.[K+].[K+] (potassium carbonate), C(C1=CC=CC=C1)OC(=O)C=1N(C=CC1)C=1C=C(C(=O)N=C(N)N)C=CC1 (2-[3-(2-benzyloxycarbonylpyrrol-1-yl)benzoyl]guanidine). Reagents/catalysts: [C].[Pd] (Palladium-carbon). The solvent is CO (methanol). Yields the product C(=O)(O)C=1N(C=CC1)C=1C=C(C(=O)N=C(N)N)C=CC1 (2-[3-(2-carboxypyrrol-1-yl) benzoyl]guanidine). Yield: 45.5%. RXN SMILES: C([O:8][C:9]([C:11]1[N:12]([C:16]2[CH:17]=[C:18]([CH:25]=[CH:26][CH:27]=2)[C:19]([N:21]=[C:22]([NH2:24])[NH2:23])=[O:20])[CH:13]=[CH:14][CH:15]=1)=[O:10])C1C=CC=CC=1.O.C(=O)([O-])[O-].[K+].[K+]>CO.[C].[Pd]>[C:9]([C:11]1[N:12]([C:16]2[CH:17]=[C:18]([CH:25]=[CH:26][CH:27]=2)[C:19]([N:21]=[C:22]([NH2:23])[NH2:24])=[O:20])[CH:13]=[CH:14][CH:15]=1)([OH:10])=[O:8] |f:2.3.4,6.7|. Reported procedure: 10% Palladium-carbon (0.2 g) was added to a mixture of 2-[3-(2-benzyloxycarbonylpyrrol-1-yl)benzoyl]guanidine (1.2 g) in methanol and the mixture was hydrogenated at ambient temperature under an atmospheric pressure. After the mixture was added to water, and the mixture was adjusted to pH 10 with potassium carbonate. The catalyst was removed by filtration and the filtrate was evaporated in vacuo. The residue was dissolved in a mixture of water and ethyl acetate and the separated aqueous layer wa...